This data is from the Open Reaction Database (ORD), a public repository of structured organic reaction records. The task is: describe an organic reaction: reactants, conditions, products, and yield As a reaction SMILES: [Cl:1][C:2]1[CH:7]=[C:6]([C:8]([F:11])([F:10])[F:9])[CH:5]=[CH:4][C:3]=1[OH:12].C(=O)([O-])[O-].[K+].[K+].Cl[C:20]1[CH:21]=[CH:22][C:23]([N+:30]([O-:32])=[O:31])=[C:24]([CH:29]=1)[C:25]([O:27][CH3:28])=[O:26]>CS(C)=O>[Cl:1][C:2]1[CH:7]=[C:6]([C:8]([F:10])([F:11])[F:9])[CH:5]=[CH:4][C:3]=1[O:12][C:20]1[CH:21]=[CH:22][C:23]([N+:30]([O-:32])=[O:31])=[C:24]([CH:29]=1)[C:25]([O:27][CH3:28])=[O:26] |f:1.2.3|. Procedure: To a flask fitted with a drying tube is charged DMSO (10 ml), 2-chloro-4-trifluoromethylphenol (3.93 g, 0.02 mole) and anhydrous potassium carbonate (2.76 g, 0.02 mole). Then methyl 5-chloro-2-nitrobenzoate (4.3 g, 0.02 mole) is added and the reaction mixture warmed to 50° C. for 3 hours. (Gas-liquid chromatography analysis suggested a low conversion to desired product.) The temperature is raised to 60° C. for 16 hours and then to 70° C. for 16 hours. Additional potassium carbonate (1.38 g, 0.01... Run in CS(=O)C (DMSO). Reaction conditions: temperature 50 celsius. The product is ClC1=C(OC=2C=CC(=C(C(=O)OC)C2)[N+](=O)[O-])C=CC(=C1)C(F)(F)F (Methyl 5-(2-Chloro-4-trifluoromethylphenoxy)-2-nitrobenzoate). The reactants are ClC1=C(C=CC(=C1)C(F)(F)F)O (2-chloro-4-trifluoromethylphenol), C([O-])([O-])=O.[K+].[K+] (potassium carbonate), ClC=1C=CC(=C(C(=O)OC)C1)[N+](=O)[O-] (methyl 5-chloro-2-nitrobenzoate). Starting materials: CO[C@@H]1CC2=CC[C@H]3[C@@H]4CC[C@@H]([C@@]4(C)CC[C@@H]3[C@]2(CC1)C)O (3β-methoxy-17β-hydroxyandrost-5-ene), ON1C(C=2C(C1=O)=CC=CC2)=O (N-hydroxyphthalimide). The product is CO[C@@H]1CC2=CC([C@H]3[C@@H]4CC[C@@H]([C@@]4(C)CC[C@@H]3[C@]2(CC1)C)O)=O (3β-Methoxy-17β-hydroxyandrost-5-ene-7-one). Isolated yield 53.0%. As a reaction SMILES: [CH3:1][O:2][C@H:3]1[CH2:20][CH2:19][C@@:18]2([CH3:21])[C:5](=[CH:6][CH2:7][C@@H:8]3[C@@H:17]2[CH2:16][CH2:15][C@@:13]2([CH3:14])[C@H:9]3[CH2:10][CH2:11][C@@H:12]2[OH:22])[CH2:4]1.[OH:23]N1C(=O)C2=CC=CC=C2C1=O>>[CH3:1][O:2][C@H:3]1[CH2:20][CH2:19][C@@:18]2([CH3:21])[C:5](=[CH:6][C:7](=[O:23])[C@@H:8]3[C@@H:17]2[CH2:16][CH2:15][C@@:13]2([CH3:14])[C@H:9]3[CH2:10][CH2:11][C@@H:12]2[OH:22])[CH2:4]1. Procedure: 3β-methoxyandrost-5-ene-17β-ol (27) was subjected to air oxidation in the presence of N-hydroxyphthalimide and the producT 3β-methoxy-17β-hydroxyandrost-5-ene-7-one (28) was obtained in 53% yield. An analytical sample was obtained by recrystallization from acetone-hexane, m.p. 202-4° C.